This data is from the Open Reaction Database (ORD), a public repository of structured organic reaction records. The task is: describe an organic reaction: reactants, conditions, products, and yield Reactants: BrC(C1=CC=C(C=C1)C#N)(F)F (bromodifluoro(4-cyanophenyl)methane), C(CCCC)[C@@H]1CC[C@H](CC1)C1=CC=C(C#N)C=C1 (4-(trans-4-pentylcyclohexyl)benzonitrile), C1CCOC1 (THF), Cl (hydrochloric acid), solution, C(CCC)[Li] (butyllithium), C1CCOC1 (THF). Solvent: CCCCCC (hexane). Run at time 15 minute. The product is C(#N)C1=CC=C(C=C1)C(C(=O)C1=CC=C(C=C1)[C@@H]1CC[C@H](CC1)CCCCC)(F)F (2-(4-Cyanophenyl)-2,2-difluoro-1-[4-(trans-4-pentylcyclohexyl)phenyl]ethanone). RXN SMILES: Br[C:2]([F:12])([F:11])[C:3]1[CH:8]=[CH:7][C:6]([C:9]#[N:10])=[CH:5][CH:4]=1.C([Li])CCC.[CH2:18]([C@H:23]1[CH2:28][CH2:27][C@H:26]([C:29]2[CH:36]=[CH:35][C:32]([C:33]#N)=[CH:31][CH:30]=2)[CH2:25][CH2:24]1)[CH2:19][CH2:20][CH2:21][CH3:22].Cl.C1C[O:41]CC1>CCCCCC>[C:9]([C:6]1[CH:7]=[CH:8][C:3]([C:2]([F:12])([F:11])[C:33]([C:32]2[CH:35]=[CH:36][C:29]([C@H:26]3[CH2:27][CH2:28][C@H:23]([CH2:18][CH2:19][CH2:20][CH2:21][CH3:22])[CH2:24][CH2:25]3)=[CH:30][CH:31]=2)=[O:41])=[CH:4][CH:5]=1)#[N:10]. Procedure: 0.08 mol of bromodifluoro(4-cyanophenyl)methane [prepared by the method of A. Haas, M. Spitzer, M. Lieb, Chem. Ber. 121 (1988)] are dissolved in 50 ml of THF; at -78°, 50 ml of a 1.6 molar solution of butyllithium in hexane are added dropwise. The mixture is stirred for 15 minutes, and then a solution of 0.08 mol of 4-(trans-4-pentylcyclohexyl)benzonitrile in 60 ml of THF is added dropwise. The mixture is allowed to warm to 0° and then poured into a mixture of ice and dilute hydrochloric acid. T... Starting materials: compound 30a, ClC=1SC(=CN1)[Sn](CCCC)(CCCC)CCCC (2-chloro-5-(tributylstannyl)thiazole), BrC=1C=C2C(=NN(C2=CC1)C1OCCCC1)I (5-bromo-3-iodo-1-(tetrahydro-2H-pyran-2-yl)-1H-indazole). The reagents and catalysts are [Cu]I (CuI), C=1C=CC(=CC1)[P](C=2C=CC=CC2)(C=3C=CC=CC3)[Pd]([P](C=4C=CC=CC4)(C=5C=CC=CC5)C=6C=CC=CC6)([P](C=7C=CC=CC7)(C=8C=CC=CC8)C=9C=CC=CC9)[P](C=1C=CC=CC1)(C=1C=CC=CC1)C=1C=CC=CC1 (Pd(PPh3)4). Product: BrC=1C=C2C(=NN(C2=CC1)C1OCCCC1)C1=CN=C(S1)Cl (5-(5-Bromo-1-(tetrahydro-2H-pyran-2-yl)-1H-indazol-3-yl)-2-chlorothiazole), white amorphous solid. Yield: 85.0%. Reaction SMILES: [Br:1][C:2]1[CH:3]=[C:4]2[C:8](=[CH:9][CH:10]=1)[N:7]([CH:11]1[CH2:16][CH2:15][CH2:14][CH2:13][O:12]1)[N:6]=[C:5]2I.[Cl:18][C:19]1[S:20][C:21]([Sn](CCCC)(CCCC)CCCC)=[CH:22][N:23]=1>[Cu]I.C1C=CC([P]([Pd]([P](C2C=CC=CC=2)(C2C=CC=CC=2)C2C=CC=CC=2)([P](C2C=CC=CC=2)(C2C=CC=CC=2)C2C=CC=CC=2)[P](C2C=CC=CC=2)(C2C=CC=CC=2)C2C=CC=CC=2)(C2C=CC=CC=2)C2C=CC=CC=2)=CC=1>[Br:1][C:2]1[CH:3]=[C:4]2[C:8](=[CH:9][CH:10]=1)[N:7]([CH:11]1[CH2:16][CH2:15][CH2:14][CH2:13][O:12]1)[N:6]=[C:5]2[C:21]1[S:20][C:19]([Cl:18])=[N:23][CH:22]=1 |^1:42,44,63,82|. Procedure details: The title compound was prepared analogously to compound 30a, using 5-bromo-3-iodo-1-(tetrahydro-2H-pyran-2-yl)-1H-indazole (2.56 g, 6.29 mmol), 2-chloro-5-(tributylstannyl)thiazole (2.955 g, 7.23 mmol, Synthonix), CuI (0.12 g, 0.630 mmol) and Pd(PPh3)4 (0.74 g, 0.640 mmol). Purification by flash chromatography (Isco, (120 gram)) eluting with 2M NH3 in MeOH:DCM (0:1→1:99) gave 2.12 g (85%) of a white amorphous solid. m/z: 397.8, 399.8 [M+1].